Dataset: the Open Reaction Database (ORD), a public repository of structured organic reaction records. Task: describe an organic reaction: reactants, conditions, products, and yield The reactants are COC(=O)c1cc(-c2ccccc2)ccc1NC(=O)COCC(=O)O, Nc1ccc(Cl)cc1. Product: COC(=O)c1cc(-c2ccccc2)ccc1NC(=O)COCC(=O)Nc1ccc(Cl)cc1. RXN SMILES: [CH3:1][O:2][C:3](=[O:4])[c:5]1[cH:6][c:7](-[c:20]2[cH:21][cH:22][cH:23][cH:24][cH:25]2)[cH:8][cH:9][c:10]1[NH:11][C:12]([CH2:13][O:14][CH2:15][C:16](=[O:17])[OH:18])=[O:19].[NH2:26][c:27]1[cH:28][cH:29][c:30]([Cl:31])[cH:32][cH:33]1>>[CH3:1][O:2][C:3](=[O:4])[c:5]1[cH:6][c:7](-[c:20]2[cH:21][cH:22][cH:23][cH:24][cH:25]2)[cH:8][cH:9][c:10]1[NH:11][C:12]([CH2:13][O:14][CH2:15][C:16](=[O:17])[NH:26][c:27]1[cH:28][cH:29][c:30]([Cl:31])[cH:32][cH:33]1)=[O:19]. Reactants: CN(C(=O)C=1C=C2C(CCC2=CC1OC)=O)C (6-Methoxy-3-oxo-indan-5-carboxylic acid dimethylamide), C(CCC)ON=O (n-butylnitrite), Cl (HCl). The solvent is CO (methanol), O1CCOCC1 (dioxane). Reaction conditions: time 8 hour. Product: CN(C(=O)C=1C=C2C(C(CC2=CC1OC)=NO)=O)C (2-Hydroxyimino-6-methoxy-3-oxo-indan-5-carboxylic acid dimethylamide). Isolated yield 97.3%. Reaction SMILES: [CH3:1][N:2]([CH3:17])[C:3]([C:5]1[CH:6]=[C:7]2[C:11](=[CH:12][C:13]=1[O:14][CH3:15])[CH2:10][CH2:9][C:8]2=[O:16])=[O:4].C([O:22][N:23]=O)CCC.Cl>CO.O1CCOCC1>[CH3:17][N:2]([CH3:1])[C:3]([C:5]1[CH:6]=[C:7]2[C:11](=[CH:12][C:13]=1[O:14][CH3:15])[CH2:10][C:9](=[N:23][OH:22])[C:8]2=[O:16])=[O:4]. Procedure: To a solution of 6-Methoxy-3-oxo-indan-5-carboxylic acid dimethylamide (2.56 g, 10.97 mmol) in the methanol (40 ml) and dioxane (40 ml) was added n-butylnitrite (1.48 ml, 12.067 mmol) followed by concentrated HCl (1 ml). The solution was stirred at r.t overnight during which time a precipitate was formed. The precipitate was collected and dried to yield a yellow solid (2.8 g, 97%). LC-MS: m/e 263 (MH+). Yields the product C(C(C)C)N1C([C@H](N[C@@H](C2=C1C=CC(=C2)Cl)C2=C(C=CC=C2)Cl)CC(=O)O)=O ((3R,5S)-1-Isobutyl-7-chloro-5-(2-chlorophenyl)-2,3,4,5-tetrahydro-2-oxo-1H-1,4-benzodiazepine-3-acetic acid). Run at time 2 hour. Reported procedure: In a mixture solvent (methanol:water=6:1) (0.7 ml) was dissolved (3R)-1-isobutyl-7-chloro-5-(2-chlorophenyl)-2,3-dihydro-2-oxo-1H-1,4-benzodiazepine-3-acetic acid (30 mg) obtained in Example 13. To the solution was added sodium borohydride (10 mg). The reaction mixture was stirred for two hours at room temperature, to which were added dichloromethane (50 ml) and water (50 ml). The aqueous layer was made acid, then the organic layer was washed with a saturated aqueous saline solution, followed by... Reaction SMILES: CO.O.[BH4-].[Na+].ClCCl.[CH2:9]([N:13]1[C:19]2[CH:20]=[CH:21][C:22]([Cl:24])=[CH:23][C:18]=2[C:17]([C:25]2[CH:30]=[CH:29][CH:28]=[CH:27][C:26]=2[Cl:31])=[N:16][C@H:15]([CH2:32][C:33]([OH:35])=[O:34])[C:14]1=[O:36])[CH:10]([CH3:12])[CH3:11]>>[CH2:9]([N:13]1[C:19]2[CH:20]=[CH:21][C:22]([Cl:24])=[CH:23][C:18]=2[C@@H:17]([C:25]2[CH:30]=[CH:29][CH:28]=[CH:27][C:26]=2[Cl:31])[NH:16][C@H:15]([CH2:32][C:33]([OH:35])=[O:34])[C:14]1=[O:36])[CH:10]([CH3:12])[CH3:11] |f:2.3|. The yield is 56.4%. The reactants are CO (methanol), O (water), C(C(C)C)N1C([C@H](N=C(C2=C1C=CC(=C2)Cl)C2=C(C=CC=C2)Cl)CC(=O)O)=O ((3R)-1-Isobutyl-7-chloro-5-(2-chlorophenyl)-2,3-dihydro-2-oxo-1H-1,4-benzodiazepine-3-acetic acid), [BH4-].[Na+] (sodium borohydride), ClCCl (dichloromethane), O (water). Starting materials: C(CCCCCCCCCCCCCCC)P(O)(O)=O (hexadecylphosphonic acid), solution, [OH-].[Na+] (sodium hydroxide). Run in CCCCCC (hexane). Yields the product [Na+].[Na+].C(CCCCCCCCCCCCCCC)P([O-])([O-])=O (hexadecylphosphonic acid disodium salt). The yield is 97.0%. RXN SMILES: [CH2:1]([P:17](=[O:20])([OH:19])[OH:18])[CH2:2][CH2:3][CH2:4][CH2:5][CH2:6][CH2:7][CH2:8][CH2:9][CH2:10][CH2:11][CH2:12][CH2:13][CH2:14][CH2:15][CH3:16].[OH-].[Na+:22]>CCCCCC>[Na+:22].[Na+:22].[CH2:1]([P:17](=[O:18])([O-:20])[O-:19])[CH2:2][CH2:3][CH2:4][CH2:5][CH2:6][CH2:7][CH2:8][CH2:9][CH2:10][CH2:11][CH2:12][CH2:13][CH2:14][CH2:15][CH3:16] |f:1.2,4.5.6|. Reported procedure: 306 g (1 mol) of hexadecylphosphonic acid (produced as in example 13) are suspended in 1.5 l of hexane and 200 ml of a 10 molar solution of sodium hydroxide are added; the suspension is refluxed for 2 hours and water removed by azeotropic distillation. The reaction solution is filtered and the residue is washed with water and hexane and dried under reduced pressure to obtain 340 g (97% of theory) of hexadecylphosphonic acid disodium salt as a colorless solid. Reactants: C1(CC1)N1C=C(C(C2=C(C(=C(C=C12)F)F)C)=O)C(=O)OCC (ethyl 1-cyclopropyl-6,7-difluoro-5-methyl-1,4-dihydro-4-oxoquinoline-3-carboxylate), Cl (hydrochloric acid). The solvent is C(C)(=O)O (acetic acid). The product is C1(CC1)N1C=C(C(C2=C(C(=C(C=C12)F)F)C)=O)C(=O)O (1-cyclopropyl-6,7-difluoro-5-methyl-1,4,-dihydro-4-oxoquinoline-3-carboxylic acid). The yield is 92.7%. As a reaction SMILES: [CH:1]1([N:4]2[C:13]3[C:8](=[C:9]([CH3:16])[C:10]([F:15])=[C:11]([F:14])[CH:12]=3)[C:7](=[O:17])[C:6]([C:18]([O:20]CC)=[O:19])=[CH:5]2)[CH2:3][CH2:2]1.Cl>C(O)(=O)C>[CH:1]1([N:4]2[C:13]3[C:8](=[C:9]([CH3:16])[C:10]([F:15])=[C:11]([F:14])[CH:12]=3)[C:7](=[O:17])[C:6]([C:18]([OH:20])=[O:19])=[CH:5]2)[CH2:2][CH2:3]1. Procedure details: To ethyl 1-cyclopropyl-6,7-difluoro-5-methyl-1,4-dihydro-4-oxoquinoline-3-carboxylate (1.9 g) are added 90% acetic acid (20 ml) and conc. hydrochloric acid (5 ml) and the mixture is refluxed for 2 hours. After cooling, the precipitated crystals are isolated, washed with water, ethanol, and diethyl ether in this order to give 1-cyclopropyl-6,7-difluoro-5-methyl-1,4,-dihydro-4-oxoquinoline-3-carboxylic acid (1.6 g), as colorless needles, m.p. 294°-298° C. The reactants are COCN(Cc1ccccc1)C[Si](C)(C)C, ClCCl, Cc1cc(F)ccc1C=C[N+](=O)[O-], O=C(O)C(F)(F)F. Product: Cc1cc(F)ccc1C1CN(Cc2ccccc2)CC1[N+](=O)[O-]. RXN SMILES: [CH3:1][O:2][CH2:3][N:4]([CH2:5][Si:6]([CH3:7])([CH3:8])[CH3:9])[CH2:10][c:11]1[cH:12][cH:13][cH:14][cH:15][cH:16]1.[Cl:37][CH2:38][Cl:39].[F:17][c:18]1[cH:19][c:20]([CH3:29])[c:21]([CH:24]=[CH:25][N+:26](=[O:27])[O-:28])[cH:22][cH:23]1.[OH:30][C:31]([C:32]([F:33])([F:34])[F:35])=[O:36]>>[CH2:3]1[N:4]([CH2:10][c:11]2[cH:12][cH:13][cH:14][cH:15][cH:16]2)[CH2:5][CH:25]([N+:26](=[O:27])[O-:28])[CH:24]1[c:21]1[c:20]([CH3:29])[cH:19][c:18]([F:17])[cH:23][cH:22]1. The reactants are ClC1=NC=NC(=C1)C1=CC(=C(C=C1)Cl)Cl (4-Chloro-6-(3,4-dichloro-phenyl)-pyrimidine), C(CCC)[Li] (n-Butyl lithium), FC(C=1N=CN(C1)COCC[Si](C)(C)C)(F)F (4-trifluoromethyl-1-(2-trimethylsilanyl-ethoxymethyl)-1H-imidazole). Reagents/catalysts: C=1C=CC(=CC1)[P](C=2C=CC=CC2)(C=3C=CC=CC3)[Pd]([P](C=4C=CC=CC4)(C=5C=CC=CC5)C=6C=CC=CC6)([P](C=7C=CC=CC7)(C=8C=CC=CC8)C=9C=CC=CC9)[P](C=1C=CC=CC1)(C=1C=CC=CC1)C=1C=CC=CC1 (Pd(PPh3)4), [Cl-].[Cl-].[Zn+2] (ZnCl2). Solvent: CC(C)(C)OC (TBME), C1CCOC1 (THF). Run at time 30 minute. Product: ClC=1C=C(C=CC1Cl)C1=NC=NC(=C1)C=1N(C=C(N1)C(F)(F)F)COCC[Si](C)(C)C (4-(3,4-Dichloro-phenyl)-6-[4-trifluoromethyl-1-(2-trimethylsilanyl-ethoxymethyl)-1H-imidazol-2-yl]-pyrimidine). Yield: 68.8%. As a reaction SMILES: C([Li])CCC.[F:6][C:7]([F:22])([F:21])[C:8]1[N:9]=[CH:10][N:11]([CH2:13][O:14][CH2:15][CH2:16][Si:17]([CH3:20])([CH3:19])[CH3:18])[CH:12]=1.Cl[C:24]1[CH:29]=[C:28]([C:30]2[CH:35]=[CH:34][C:33]([Cl:36])=[C:32]([Cl:37])[CH:31]=2)[N:27]=[CH:26][N:25]=1>C1COCC1.CC(OC)(C)C.[Cl-].[Cl-].[Zn+2].C1C=CC([P]([Pd]([P](C2C=CC=CC=2)(C2C=CC=CC=2)C2C=CC=CC=2)([P](C2C=CC=CC=2)(C2C=CC=CC=2)C2C=CC=CC=2)[P](C2C=CC=CC=2)(C2C=CC=CC=2)C2C=CC=CC=2)(C2C=CC=CC=2)C2C=CC=CC=2)=CC=1>[Cl:37][C:32]1[CH:31]=[C:30]([C:28]2[CH:29]=[C:24]([C:10]3[N:11]([CH2:13][O:14][CH2:15][CH2:16][Si:17]([CH3:18])([CH3:19])[CH3:20])[CH:12]=[C:8]([C:7]([F:21])([F:6])[F:22])[N:9]=3)[N:25]=[CH:26][N:27]=2)[CH:35]=[CH:34][C:33]=1[Cl:36] |f:5.6.7,^1:55,57,76,95|. Procedure: n-Butyl lithium (2.5M solution in hexane, 0.11 ml, 0.27 mmol) was added dropwise to a cold (−78° C.) stirred solution of 4-trifluoromethyl-1-(2-trimethylsilanyl-ethoxymethyl)-1H-imidazole (0.067 g, 0.25 mmol) in THF (5 ml) and the mixture was stirred at this temperature under a nitrogen atmosphere for 30 minutes. After this time, ZnCl2 (1M solution in Et2O, 0.58 ml, 0.58 mmol) was added in one portion and the solution was allowed to warm to room temperature. 4-Chloro-6-(3,4-dichloro-phenyl)-pyri... RXN SMILES: [CH2:17]1[O:18][CH2:19][CH2:20][CH2:21]1.[CH3:11][Al:12]([CH3:13])[CH3:14].[CH3:22][c:23]1[cH:24][cH:25][cH:26][cH:27][cH:28]1.[Cl-:15].[Cl:1][c:2]1[c:3]2[nH:4][cH:5][n:6][c:7]2[n:8][cH:9][n:10]1.[NH4+:16].[c:29]1([PH:30]([Pd:31]([PH:32]([c:33]2[cH:34][cH:35][cH:36][cH:37][cH:38]2)([c:39]2[cH:40][cH:41][cH:42][cH:43][cH:44]2)[c:45]2[cH:46][cH:47][cH:48][cH:49][cH:50]2)([PH:51]([c:52]2[cH:53][cH:54][cH:55][cH:56][cH:57]2)([c:58]2[cH:59][cH:60][cH:61][cH:62][cH:63]2)[c:64]2[cH:65][cH:66][cH:67][cH:68][cH:69]2)[PH:70]([c:71]2[cH:72][cH:73][cH:74][cH:75][cH:76]2)([c:77]2[cH:78][cH:79][cH:80][cH:81][cH:82]2)[c:83]2[cH:84][cH:85][cH:86][cH:87][cH:88]2)([c:89]2[cH:90][cH:91][cH:92][cH:93][cH:94]2)[c:95]2[cH:96][cH:97][cH:98][cH:99][cH:100]2)[cH:101][cH:102][cH:103][cH:104][cH:105]1>>[c:2]1([CH3:11])[c:3]2[n:4][cH:5][nH:6][c:7]2[n:8][cH:9][n:10]1. Starting materials: C1CCOC1, C[Al](C)C, Cc1ccccc1, [Cl-], Clc1ncnc2nc[nH]c12, [NH4+], c1ccc([PH](c2ccccc2)(c2ccccc2)[Pd]([PH](c2ccccc2)(c2ccccc2)c2ccccc2)([PH](c2ccccc2)(c2ccccc2)c2ccccc2)[PH](c2ccccc2)(c2ccccc2)c2ccccc2)cc1. The product is Cc1ncnc2[nH]cnc12.